describe an organic reaction: reactants, conditions, products, and yield From a dataset of the Open Reaction Database (ORD), a public repository of structured organic reaction records. The reactants are [Al+3], C1CCOC1, COC(=O)c1cc(CO[Si](C)(C)C(C)(C)C)ccc1-c1cc(OC)ccc1F, [H-], [H-], [H-], [H-], [Li+]. The product is COc1ccc(F)c(-c2ccc(CO[Si](C)(C)C(C)(C)C)cc2CO)c1. RXN SMILES: [Al+3:30].[CH2:35]1[O:36][CH2:37][CH2:38][CH2:39]1.[CH3:1][C:2]([CH3:3])([CH3:4])[Si:5]([O:6][CH2:7][c:8]1[cH:9][c:10]([C:23](=[O:24])[O:25][CH3:26])[c:11](-[c:14]2[c:15]([F:22])[cH:16][cH:17][c:18]([O:20][CH3:21])[cH:19]2)[cH:12][cH:13]1)([CH3:27])[CH3:28].[H-:29].[H-:32].[H-:33].[H-:34].[Li+:31]>>[CH3:1][C:2]([CH3:3])([CH3:4])[Si:5]([O:6][CH2:7][c:8]1[cH:9][c:10]([CH2:23][OH:24])[c:11](-[c:14]2[c:15]([F:22])[cH:16][cH:17][c:18]([O:20][CH3:21])[cH:19]2)[cH:12][cH:13]1)([CH3:27])[CH3:28]. The reactants are C(C1=CC=CC=C1)OC[C@H](C(=O)N1CC2(C(N(C2=O)C)C2=CC=CC=C2)CCC1)NC(C(C)(C)NC(OC(C)(C)C)=O)=O (tert-butyl 1-((2R)-3-(benzyloxy)-1-(2-methyl-1-oxo-3-phenyl-2,6-diazaspiro[3.5]nonan-6-yl)-1-oxopropan-2-ylamino)-2-methyl-1-oxopropan-2-ylcarbamate), C(=O)(C(F)(F)F)O (TFA), CO (methanol). Solvent: C(Cl)Cl (DCM). Yields the product NC(C(=O)N[C@@H](C(=O)N1CC2(C(N(C2=O)C)C2=CC=CC=C2)CCC1)COCC1=CC=CC=C1)(C)C (2-Amino-N-((2R)-3-(benzyloxy)-1-(2-methyl-1-oxo-3-phenyl-2,6-diazaspiro[3.5]nonan-6-yl)-1-oxopropan-2-yl)-2-methylpropanamide). As a reaction SMILES: [CH2:1]([O:8][CH2:9][C@@H:10]([NH:30][C:31](=[O:43])[C:32]([NH:35]C(=O)OC(C)(C)C)([CH3:34])[CH3:33])[C:11]([N:13]1[CH2:29][CH2:28][CH2:27][C:15]2([C:18](=[O:19])[N:17]([CH3:20])[CH:16]2[C:21]2[CH:26]=[CH:25][CH:24]=[CH:23][CH:22]=2)[CH2:14]1)=[O:12])[C:2]1[CH:7]=[CH:6][CH:5]=[CH:4][CH:3]=1.C(O)(C(F)(F)F)=O.CO>C(Cl)Cl>[NH2:35][C:32]([CH3:34])([CH3:33])[C:31]([NH:30][C@H:10]([CH2:9][O:8][CH2:1][C:2]1[CH:7]=[CH:6][CH:5]=[CH:4][CH:3]=1)[C:11]([N:13]1[CH2:29][CH2:28][CH2:27][C:15]2([C:18](=[O:19])[N:17]([CH3:20])[CH:16]2[C:21]2[CH:26]=[CH:25][CH:24]=[CH:23][CH:22]=2)[CH2:14]1)=[O:12])=[O:43]. Reported procedure: A mixture comprising tert-butyl 1-((2R)-3-(benzyloxy)-1-(2-methyl-1-oxo-3-phenyl-2,6-diazaspiro[3.5]nonan-6-yl)-1-oxopropan-2-ylamino)-2-methyl-1-oxopropan-2-ylcarbamate (290.8 mg, 0.491 mmol) and TFA (0.378 ml, 4.91 mmol) in DCM (3 ml) was stirred at room temperature for 90 minutes. The solvent was removed in vacuo to afford a colourless oil. The oil was dissolved with methanol (3 ml) and passed through a 10 g SCX2 cartridge eluting with 2M NH3 in methanol (70 ml). The solvent was removed in va... The product is CN(CCCCCCCCO)Cc1ccccc1. As a reaction SMILES: [Br:1][CH2:2][CH2:3][CH2:4][CH2:5][CH2:6][CH2:7][CH2:8][CH2:9][OH:10].[C:20](=[O:21])([O-:22])[O-:23].[CH2:11]([c:12]1[cH:13][cH:14][cH:15][cH:16][cH:17]1)[NH:18][CH3:19].[CH3:26][C:27]#[N:28].[K+:24].[K+:25]>>[CH2:2]([CH2:3][CH2:4][CH2:5][CH2:6][CH2:7][CH2:8][CH2:9][OH:10])[N:18]([CH2:11][c:12]1[cH:13][cH:14][cH:15][cH:16][cH:17]1)[CH3:19]. Reactants: OCCCCCCCCBr, O=C([O-])[O-], CNCc1ccccc1, CC#N, [K+], [K+]. Reactants: C(=O)([O-])[O-].[K+].[K+] (K2CO3), BrC1=CC=C(C=C1)O (4-bromophenol), ClCCN(CC)CC ((2-chloro-ethyl)-diethyl-amine), Cl (hydrochloride). Solvent: CN(C)C=O (DMF). Reaction conditions: temperature 80 celsius. Yields the product BrC1=CC=C(OCCN(CC)CC)C=C1 ([2-(4-bromo-phenoxy)-ethyl]-diethyl-amine). RXN SMILES: [Br:1][C:2]1[CH:7]=[CH:6][C:5]([OH:8])=[CH:4][CH:3]=1.Cl[CH2:10][CH2:11][N:12]([CH2:15][CH3:16])[CH2:13][CH3:14].Cl.C([O-])([O-])=O.[K+].[K+]>CN(C=O)C>[Br:1][C:2]1[CH:7]=[CH:6][C:5]([O:8][CH2:10][CH2:11][N:12]([CH2:15][CH3:16])[CH2:13][CH3:14])=[CH:4][CH:3]=1 |f:3.4.5|. Procedure: A suspension of 31.4 g (178 mmol) 4-bromophenol, 30.6 g (178 mmol) (2-chloro-ethyl)-diethyl-amine (used as the hydrochloride) and 61.5 g (445 mmol) K2CO3 in 300 mL DMF is heated to 80° C. for 8 h. The solvent is evaporated down i.vac., the residue combined with water, the aqueous phase exhaustively extracted with EtOAc, the combined organic phases washed with water again and dried over MgSO4. After the desiccant and solvent have been eliminated the residue is purified by chromatography (silica g... Reactants: CCOC(=O)C(=O)Cl, C1CCOC1, c1c[nH]cn1. Yields the product CCOC(=O)C(=O)n1ccnc1. As a reaction SMILES: [Cl:6][C:7]([C:8](=[O:9])[O:10][CH2:11][CH3:12])=[O:13].[O:14]1[CH2:15][CH2:16][CH2:17][CH2:18]1.[nH:1]1[cH:2][n:3][cH:4][cH:5]1>>[n:1]1([C:7]([C:8](=[O:9])[O:10][CH2:11][CH3:12])=[O:13])[cH:2][n:3][cH:4][cH:5]1.